Dataset: the Open Reaction Database (ORD), a public repository of structured organic reaction records. Task: describe an organic reaction: reactants, conditions, products, and yield Starting materials: ClC(=O)OC1=CC=C(C=C1)[N+](=O)[O-] (4-nitrophenyl chloroformate), CNC(=O)C1=NOC(=C1)CO (3-methylcarbamoyl-isoxazol-5-yl-methanol), N1=CC=CC=C1 (pyridine), N,N-dimethylaminopyridine. Solvent: ClCCl (dichloromethane). Run at temperature 0 celsius, time 1 hour. The product is C(OCC1=CC(=NO1)C(N)=O)(OC1=CC=C(C=C1)[N+](=O)[O-])=O (3-carbamoyl-isoxazol-5-ylmethyl 4-nitrophenyl carbonate). Yield: 72.2%. Reaction SMILES: Cl[C:2]([O:4][C:5]1[CH:10]=[CH:9][C:8]([N+:11]([O-:13])=[O:12])=[CH:7][CH:6]=1)=[O:3].C[NH:15][C:16]([C:18]1[CH:22]=[C:21]([CH2:23][OH:24])[O:20][N:19]=1)=[O:17].N1C=CC=CC=1>ClCCl>[C:2](=[O:3])([O:4][C:5]1[CH:6]=[CH:7][C:8]([N+:11]([O-:13])=[O:12])=[CH:9][CH:10]=1)[O:24][CH2:23][C:21]1[O:20][N:19]=[C:18]([C:16](=[O:17])[NH2:15])[CH:22]=1. Procedure: 2.84 g (14.07 mmoles) of 4-nitrophenyl chloroformate are added in small portions to a solution of 2.0 g (14.07 mmoles) of 3-methylcarbamoyl-isoxazol-5-yl-methanol (commercial), 1.71 ml (21.11 mmoles) of pyridine and 0.17 g (1.41 moles) of N,N-dimethylaminopyridine in 15 ml of dichloromethane, cooled to about 0° C. The medium is maintained with stirring for 1 hr at 0° C. then for 1 hr at ambient temperature. The precipitate formed is filtered off then copiously rinsed with diisopropyl ether. Afte... Starting materials: ClC1=C(C=C(C(=C1)[N+](=O)[O-])Cl)C(C(=O)O)C (2-(2,5-dichloro-4-nitrophenyl)propionic acid), ice. Reagents/catalysts: [Fe] (iron). Solvent: C(C)(=O)O (acetic acid), O (water). Reaction conditions: temperature 95 celsius. Product: NC1=CC(=C(C=C1Cl)C(C(=O)O)C)Cl (2-(4-amino-2,5-dichlorophenyl)propionic acid). Isolated yield 78.6%. RXN SMILES: [Cl:1][C:2]1[CH:7]=[C:6]([N+:8]([O-])=O)[C:5]([Cl:11])=[CH:4][C:3]=1[CH:12]([CH3:16])[C:13]([OH:15])=[O:14]>C(O)(=O)C.O.[Fe]>[NH2:8][C:6]1[C:5]([Cl:11])=[CH:4][C:3]([CH:12]([CH3:16])[C:13]([OH:15])=[O:14])=[C:2]([Cl:1])[CH:7]=1. Procedure: 23 g (87 mmoles) of 2-(2,5-dichloro-4-nitrophenyl)propionic acid are heated to 95° C. in 100 ml of glacial acetic acid and 30 ml of water, and 14 g (0.25 mole) of iron powder are added in portions. After the exothermic reaction subsides, heating (to 95° C.) is effected for a further hour. Pouring onto 500 g of ice is effected, followed by extracting twice with, in each case, 200 ml of diethyl ether, washing the organic phase with water, drying, and concentrating in a vacuum to obtain 16 g (78.6%... Reaction SMILES: [CH2:1]([CH3:2])[O:3][C:4](=[O:5])[CH:6]1[N:7]([C:11]([C:12]([CH3:13])([c:14]2[cH:15][c:16]([O:20][CH2:21][c:22]3[n:23][c:24](-[c:28]4[cH:29][cH:30][cH:31][cH:32][cH:33]4)[o:25][c:26]3[CH3:27])[cH:17][cH:18][cH:19]2)[CH3:34])=[O:35])[CH2:8][CH2:9][CH2:10]1.[CH3:38][OH:39].[Na+:37].[OH-:36].[OH2:40]>>[O:3]=[C:4]([OH:5])[CH:6]1[N:7]([C:11]([C:12]([CH3:13])([c:14]2[cH:15][c:16]([O:20][CH2:21][c:22]3[n:23][c:24](-[c:28]4[cH:29][cH:30][cH:31][cH:32][cH:33]4)[o:25][c:26]3[CH3:27])[cH:17][cH:18][cH:19]2)[CH3:34])=[O:35])[CH2:8][CH2:9][CH2:10]1. Starting materials: CCOC(=O)C1CCCN1C(=O)C(C)(C)c1cccc(OCc2nc(-c3ccccc3)oc2C)c1, CO, [Na+], [OH-], O. The product is Cc1oc(-c2ccccc2)nc1COc1cccc(C(C)(C)C(=O)N2CCCC2C(=O)O)c1. The reactants are Nc1ncnn2c(-c3ccc(CBr)cc3)cc(-c3ccc4cn(Cc5ccccc5)nc4c3)c12, C1CCNCC1. Yields the product Nc1ncnn2c(-c3ccc(CN4CCCCC4)cc3)cc(-c3ccc4cn(Cc5ccccc5)nc4c3)c12. Reaction SMILES: [CH2:1]([c:2]1[cH:3][cH:4][cH:5][cH:6][cH:7]1)[n:8]1[n:9][c:10]2[cH:11][c:12](-[c:17]3[cH:18][c:19](-[c:27]4[cH:28][cH:29][c:30]([CH2:33][Br:34])[cH:31][cH:32]4)[n:20]4[n:21][cH:22][n:23][c:24]([NH2:26])[c:25]34)[cH:13][cH:14][c:15]2[cH:16]1.[CH2:35]1[CH2:36][CH2:37][NH:38][CH2:39][CH2:40]1>>[CH2:1]([c:2]1[cH:3][cH:4][cH:5][cH:6][cH:7]1)[n:8]1[n:9][c:10]2[cH:11][c:12](-[c:17]3[cH:18][c:19](-[c:27]4[cH:28][cH:29][c:30]([CH2:33][N:38]5[CH2:37][CH2:36][CH2:35][CH2:40][CH2:39]5)[cH:31][cH:32]4)[n:20]4[n:21][cH:22][n:23][c:24]([NH2:26])[c:25]34)[cH:13][cH:14][c:15]2[cH:16]1. Reactants: CS(=O)(=O)C=1C=C(C=CC1)NN ((3-methanesulfonyl-phenyl)-hydrazine), C(C)OC=C(C(=O)OCC)C#N (ethyl (ethoxymethylene)cyanoacetate). Solvent: CCO (EtOH). Product: C(C)OC(=O)C=1C=NN(C1N)C1=CC(=CC=C1)S(=O)(=O)C (5-amino-1-(3-methanesulfonyl-phenyl)-1H-pyrazole-4-carboxylic acid ethyl ester). Reaction SMILES: [CH3:1][S:2]([C:5]1[CH:6]=[C:7]([NH:11][NH2:12])[CH:8]=[CH:9][CH:10]=1)(=[O:4])=[O:3].C(O[CH:16]=[C:17]([C:23]#[N:24])[C:18]([O:20][CH2:21][CH3:22])=[O:19])C>CCO>[CH2:21]([O:20][C:18]([C:17]1[CH:16]=[N:12][N:11]([C:7]2[CH:8]=[CH:9][CH:10]=[C:5]([S:2]([CH3:1])(=[O:4])=[O:3])[CH:6]=2)[C:23]=1[NH2:24])=[O:19])[CH3:22]. Reported procedure: A solution of the above crude (3-methanesulfonyl-phenyl)-hydrazine (0.86 g, 4.6 mmol) and ethyl (ethoxymethylene)cyanoacetate (0.78 g, 4.6 mmol) in EtOH (23 mL) is heated at 80° C. for 2 h before removal of the solvent. The residue is purified by silica gel chromatography to provide 5-amino-1-(3-methanesulfonyl-phenyl)-1H-pyrazole-4-carboxylic acid ethyl ester as a light yellow solid; HPLC-MS calculated for C13H15N3O4S (M+H+) 310.1, found 310.1. The reactants are 10.0, [H-].[Al+3].[Li+].[H-].[H-].[H-] (lithium aluminum hydride), N1C=C(C2=CC=CC=C12)C(C(=O)N1CCC(CC1)OC=1C=C(C=CC1)C)=O (1-(indol-3ylglyoxyloyl)-4-(m-tolyloxy)piperidine). Solvent: O1CCCC1 (tetrahydrofuran), O1CCCC1 (tetrahydrofuran). The product is C1(=CC(=CC=C1)OC1CCN(CC1)CCC1=CNC2=CC=CC=C12)C (3-{2-[4-(m-tolyloxy)piperidyl]ethyl}indole). Reaction SMILES: [NH:1]1[C:9]2[C:4](=[CH:5][CH:6]=[CH:7][CH:8]=2)[C:3]([C:10](=O)[C:11]([N:13]2[CH2:18][CH2:17][CH:16]([O:19][C:20]3[CH:21]=[C:22]([CH3:26])[CH:23]=[CH:24][CH:25]=3)[CH2:15][CH2:14]2)=O)=[CH:2]1.[H-].[Al+3].[Li+].[H-].[H-].[H-]>O1CCCC1>[C:22]1([CH3:26])[CH:23]=[CH:24][CH:25]=[C:20]([O:19][CH:16]2[CH2:15][CH2:14][N:13]([CH2:11][CH2:10][C:3]3[C:4]4[C:9](=[CH:8][CH:7]=[CH:6][CH:5]=4)[NH:1][CH:2]=3)[CH2:18][CH2:17]2)[CH:21]=1 |f:1.2.3.4.5.6|. Reported procedure: A solution of 10.0 of 1-(indol-3ylglyoxyloyl)-4-(m-tolyloxy)piperidine in 205 ml. of tetrahydrofuran is added dropwise to a stirred suspension of 4.8 g of lithium aluminum hydride in 140 ml. of tetrahydrofuran. After the addition is complete, the mixture is stirred and refluxed for 3 hours under nitrogen, cooled, and the excess hydride is carefully destroyed with water. The inorganic precipitate is filtered off and washed with tetrahydrofuran. The filtrate is concentrated, under reduced pressure... Starting materials: O=C1C=CN(C(=O)CCBr)C(c2ccc(F)cc2)C1, CCCC[SnH](CCCC)CCCC, CC(C)(C#N)N=NC(C)(C)C#N, O, c1ccccc1. The product is O=C1CC2CCC(=O)N2C(c2ccc(F)cc2)C1. As a reaction SMILES: [Br:26][CH2:27][CH2:28][C:29](=[O:30])[N:31]1[CH:32]([c:38]2[cH:39][cH:40][c:41]([F:44])[cH:42][cH:43]2)[CH2:33][C:34](=[O:37])[CH:35]=[CH:36]1.[CH2:1]([SnH:2]([CH2:3][CH2:4][CH2:5][CH3:6])[CH2:7][CH2:8][CH2:9][CH3:10])[CH2:11][CH2:12][CH3:13].[N:14]([C:15]([CH3:16])([CH3:17])[C:18]#[N:19])=[N:20][C:21]([CH3:22])([CH3:23])[C:24]#[N:25].[OH2:45].[cH:46]1[cH:47][cH:48][cH:49][cH:50][cH:51]1>>[CH2:27]1[CH2:28][C:29](=[O:30])[N:31]2[CH:32]([c:38]3[cH:39][cH:40][c:41]([F:44])[cH:42][cH:43]3)[CH2:33][C:34](=[O:37])[CH2:35][CH:36]12. Reactants: BrCCO (2-bromoethanol), ClCCl (Dichloromethane), [Sn](Cl)(Cl)(Cl)Cl (tin tetrachloride), CC(C#N)(O)C (Acetone cyanohydrin). Run in O (water). Run at time 22 hour. Yields the product BrCCOC(C#N)(C)C (2-(2-Bromoethoxy)-2-methylpropanenitrile). Yield: 31.6%. RXN SMILES: ClCCl.[Sn](Cl)(Cl)(Cl)Cl.[CH3:9][C:10]([CH3:14])([OH:13])[C:11]#[N:12].[Br:15][CH2:16][CH2:17]O>O>[Br:15][CH2:16][CH2:17][O:13][C:10]([CH3:14])([CH3:9])[C:11]#[N:12]. Procedure details: Dichloromethane (42 mL) and tin tetrachloride (64.9 g, 249 mmol) were added to a 250 mL round bottom flask equipped with a magnetic stirrer, temperature probe, condenser and Argon inlet-outlet. The mixture was cooled to 0–5° C. Acetone cyanohydrin (21.2 g, 249 mmol) was added over 15 min, followed by slow addition of 2-bromoethanol (46.69 g, 373.6 mmol). The reaction mixture was stirred at 20–25° C. for 22 h. The mixture was cooled to 0–5° C., diluted with water (148 mL), and extracted with dich... Starting materials: C1(CCCC1)OC=1C=C(C(=O)NC2=NN(C=C2)C)C=C(C1)O (3-(Cyclopentyloxy)-5-hydroxy-N-(1-methyl-1H-pyrazol-3-yl)benzamide), N1(CCC1)C(=O)C1=NC=C(N=C1)Cl (2-(azetidin-1-ylcarbonyl)-5-chloropyrazine), C([O-])([O-])=O.[K+].[K+] (potassium carbonate). Run in C(C)#N (acetonitrile). Conditions: temperature 120 celsius. Yields the product N1(CCC1)C(=O)C=1N=CC(=NC1)OC=1C=C(C(=O)NC2=NN(C=C2)C)C=C(C1)OC1CCCC1 (3-{[5-(Azetidin-1-ylcarbonyl)pyrazin-2-yl]oxy}-5-(cyclopentyloxy)-N-(1-methyl-1H-pyrazol-3-yl)benzamide). The yield is 91.0%. RXN SMILES: [CH:1]1([O:6][C:7]2[CH:8]=[C:9]([CH:19]=[C:20]([OH:22])[CH:21]=2)[C:10]([NH:12][C:13]2[CH:17]=[CH:16][N:15]([CH3:18])[N:14]=2)=[O:11])[CH2:5][CH2:4][CH2:3][CH2:2]1.[N:23]1([C:27]([C:29]2[CH:34]=[N:33][C:32](Cl)=[CH:31][N:30]=2)=[O:28])[CH2:26][CH2:25][CH2:24]1.C(=O)([O-])[O-].[K+].[K+]>C(#N)C>[N:23]1([C:27]([C:29]2[N:30]=[CH:31][C:32]([O:22][C:20]3[CH:19]=[C:9]([CH:8]=[C:7]([O:6][CH:1]4[CH2:5][CH2:4][CH2:3][CH2:2]4)[CH:21]=3)[C:10]([NH:12][C:13]3[CH:17]=[CH:16][N:15]([CH3:18])[N:14]=3)=[O:11])=[N:33][CH:34]=2)=[O:28])[CH2:26][CH2:25][CH2:24]1 |f:2.3.4|. Procedure details: 3-(Cyclopentyloxy)-5-hydroxy-N-(1-methyl-1H-pyrazol-3-yl)benzamide (200 mg, 0.67 mmol), 2-(azetidin-1-ylcarbonyl)-5-chloropyrazine (159 mg, 0.80 mmol) and potassium carbonate (184 mg, 1.33 mmol) were dissolved/suspended in acetonitrile (3.5 mL). The reaction mixture was heated for 4 hours at 120° C. in a microwave reactor. The mixture was cooled, filtered and concentrated in vacuo. The crude product was chromatographed on silica, eluting with 0-5% methanol in DCM, to give the required product as...